From a dataset of the Open Reaction Database (ORD), a public repository of structured organic reaction records. describe an organic reaction: reactants, conditions, products, and yield Reactants: NC=1C(N(C(N(C1N)CCC)=O)CCC)=O (5,6-diamino-1,3-dipropyluracil), [N+](=O)([O-])C=1C=C(C=CC(=O)O)C=CC1 (3-nitrocinnamic acid). Yields the product [N+](=O)([O-])C=1C=C(/C=C/C2=NC=3N(C(N(C(C3N2)=O)CCC)=O)CCC)C=CC1 ((E)-8-(3-Nitrostyryl)-1,3-dipropylxanthine). Yield: 56.9%. Reaction SMILES: [NH2:1][C:2]1[C:3](=[O:16])[N:4]([CH2:13][CH2:14][CH3:15])[C:5](=[O:12])[N:6]([CH2:9][CH2:10][CH3:11])[C:7]=1[NH2:8].[N+:17]([C:20]1[CH:21]=[C:22]([CH:28]=[CH:29][CH:30]=1)[CH:23]=[CH:24][C:25](O)=O)([O-:19])=[O:18]>>[N+:17]([C:20]1[CH:21]=[C:22]([CH:28]=[CH:29][CH:30]=1)/[CH:23]=[CH:24]/[C:25]1[NH:1][C:2]2[C:3](=[O:16])[N:4]([CH2:13][CH2:14][CH3:15])[C:5](=[O:12])[N:6]([CH2:9][CH2:10][CH3:11])[C:7]=2[N:8]=1)([O-:19])=[O:18]. Procedure: Substantially the same procedure as in Reference Example 1 was repeated using 4.0 g (17.7 mmol) of 5,6-diamino-1,3-dipropyluracil and 3.8 g (19.5 mmol) of 3-nitrocinnamic acid. Then, the resultant crude crystals were recrystallized from toluene to give 3.86 g (yield 57%) of Compound 34 as pale yellow needles. Reactants: C(C1=CC=CC=C1)(=O)C=1C=C(C=CC1)C(=CCC(=O)OCC)C (ethyl 4-(m-benzoyl-phenyl)-4-methyl-3-butenoate). The solvent is CO (methanol), [OH-].[Na+] (sodium hydroxide). Yields the product C(C1=CC=CC=C1)(=O)C=1C=C(C=CC1)C(=CCC(=O)O)C (4-(m-benzoyl-phenyl)-4-methyl-3-butenoic acid). The yield is 88.6%. Reaction SMILES: [C:1]([C:9]1[CH:10]=[C:11]([C:15]([CH3:23])=[CH:16][CH2:17][C:18]([O:20]CC)=[O:19])[CH:12]=[CH:13][CH:14]=1)(=[O:8])[C:2]1[CH:7]=[CH:6][CH:5]=[CH:4][CH:3]=1>CO.[OH-].[Na+]>[C:1]([C:9]1[CH:10]=[C:11]([C:15]([CH3:23])=[CH:16][CH2:17][C:18]([OH:20])=[O:19])[CH:12]=[CH:13][CH:14]=1)(=[O:8])[C:2]1[CH:3]=[CH:4][CH:5]=[CH:6][CH:7]=1 |f:2.3|. Reported procedure: A mixture of 5.35 g of the said ester in 50 ml of methanol and 20 ml of 2N sodium hydroxide were refluxed for 2 hours and then the methanol was distilled off. The mixture was added to water, treated with activated carbon and filtered. The filtrate was acidified with 3 ml of concentrated hydrochloric acid and was extracted with ether. The ether extract was washed with water until the wash water was neutral, dried over sodium sulfate and evaporated to dryness under reduced pressure to obtain 4.31 ...